Task: describe an organic reaction: reactants, conditions, products, and yield. Dataset: the Open Reaction Database (ORD), a public repository of structured organic reaction records The reactants are FC1=C(C=CC(=C1)C(F)(F)F)N (2-fluoro-4-trifluoromethyl-phenylamine), BrCC(=O)OCC (ethyl bromoacetate). Product: FC1=C(C=CC(=C1)C(F)(F)F)NCC(=O)OCC (ethyl (2-fluoro-4-trifluoromethyl-phenylamino)-acetate). Reaction SMILES: [F:1][C:2]1[CH:7]=[C:6]([C:8]([F:11])([F:10])[F:9])[CH:5]=[CH:4][C:3]=1[NH2:12].Br[CH2:14][C:15]([O:17][CH2:18][CH3:19])=[O:16]>>[F:1][C:2]1[CH:7]=[C:6]([C:8]([F:10])([F:11])[F:9])[CH:5]=[CH:4][C:3]=1[NH:12][CH2:14][C:15]([O:17][CH2:18][CH3:19])=[O:16]. Procedure details: Prepared analogously to Example 165a starting from 2-fluoro-4-trifluoromethyl-phenylamine and ethyl bromoacetate. The crude product was purified by column chromatography (silica gel, gradient dichloromethane/MeOH 20:0→19:1). Starting materials: COC(=O)CCC(NC(=O)OC(C)(C)C)C1CCCCC1, CO, [Na+], [OH-], O=C(O)CC(O)(CC(=O)O)C(=O)O. The product is CC(C)(C)OC(=O)NC(CCC(=O)O)C1CCCCC1. As a reaction SMILES: [CH3:1][O:2][C:3]([CH2:4][CH2:5][CH:6]([CH:7]1[CH2:8][CH2:9][CH2:10][CH2:11][CH2:12]1)[NH:13][C:14](=[O:15])[O:16][C:17]([CH3:18])([CH3:19])[CH3:20])=[O:21].[CH3:37][OH:38].[Na+:23].[OH-:22].[OH:24][C:25]([CH2:26][C:27]([C:28](=[O:29])[OH:30])([CH2:31][C:32](=[O:33])[OH:34])[OH:35])=[O:36]>>[O:2]=[C:3]([CH2:4][CH2:5][CH:6]([CH:7]1[CH2:8][CH2:9][CH2:10][CH2:11][CH2:12]1)[NH:13][C:14](=[O:15])[O:16][C:17]([CH3:18])([CH3:19])[CH3:20])[OH:21]. Starting materials: BrC1=CC(=C2NC(C(NC2=C1)=O)=O)C(F)(F)F (7-bromo-5-trifluoromethyl-1,4-dihydro-2,3-quinoxalinedione), [N+](=O)([O-])[O-].[K+] (KNO3), ice water. The solvent is [OH-].[K+] (KOH), OS(=O)(=O)O (H2SO4). Reaction conditions: temperature 0 celsius, time 0.5 hour. Yields the product BrC1=C(C(=C2NC(C(NC2=C1)=O)=O)C(F)(F)F)[N+](=O)[O-] (7-Bromo-6-nitro-5-trifluoromethyl-1,4-dihydro-2,3-quinoxalinedione). Isolated yield 79.1%. RXN SMILES: [Br:1][C:2]1[CH:11]=[C:10]2[C:5]([NH:6][C:7](=[O:13])[C:8](=[O:12])[NH:9]2)=[C:4]([C:14]([F:17])([F:16])[F:15])[CH:3]=1.[N+:18]([O-])([O-:20])=[O:19].[K+]>OS(O)(=O)=O.[OH-].[K+]>[Br:1][C:2]1[CH:11]=[C:10]2[C:5]([NH:6][C:7](=[O:13])[C:8](=[O:12])[NH:9]2)=[C:4]([C:14]([F:16])([F:17])[F:15])[C:3]=1[N+:18]([O-:20])=[O:19] |f:1.2,4.5|. Procedure: To a solution of 7-bromo-5-trifluoromethyl-1,4-dihydro-2,3-quinoxalinedione (31 mg, 0.10 mmol) in concentrated H2SO4 (0.5 mL) at 0° C. was added KNO3 (11 mg, 0.109 mmol, Baker). The mixture was stirred at 0° C. for 0.5 h, then at room temperature for 12 h and it was poured into ice water (2 g). The precipitate was collected by filtration, affording 32 mg (91.4%) of crude title compound. It was dissolved in 1N KOH (1 mL) and filtered. The filtrate was acidified to pH 2 with 4N HCl to give a brown... Reactants: O (water), FC1=NC(=CC=2CCC(CC12)CCCCCCCC)C1=CC=C(C=C1)O (1-fluoro-3-(4-hydroxyphenyl)-7-octyl-5,6,7,8-tetrahydroisoquinoline), C(CCCCCCC)Br (1-octyl bromide), [H-].[Na+] (sodium hydride). The solvent is CN(C)C=O (DMF). Run at time 30 minute. The product is FC1=NC(=CC=2CCC(CC12)CCCCCCCC)C1=CC=C(C=C1)OCCCCCCCC (1-fluoro-3-[4-(octyloxy)phenyl]-7-octyl-5,6,7,8-tetrahydroisoquinoline). The yield is 80.0%. As a reaction SMILES: [F:1][C:2]1[C:11]2[CH2:10][CH:9]([CH2:12][CH2:13][CH2:14][CH2:15][CH2:16][CH2:17][CH2:18][CH3:19])[CH2:8][CH2:7][C:6]=2[CH:5]=[C:4]([C:20]2[CH:25]=[CH:24][C:23]([OH:26])=[CH:22][CH:21]=2)[N:3]=1.[H-].[Na+].[CH2:29](Br)[CH2:30][CH2:31][CH2:32][CH2:33][CH2:34][CH2:35][CH3:36].O>CN(C=O)C>[F:1][C:2]1[C:11]2[CH2:10][CH:9]([CH2:12][CH2:13][CH2:14][CH2:15][CH2:16][CH2:17][CH2:18][CH3:19])[CH2:8][CH2:7][C:6]=2[CH:5]=[C:4]([C:20]2[CH:21]=[CH:22][C:23]([O:26][CH2:29][CH2:30][CH2:31][CH2:32][CH2:33][CH2:34][CH2:35][CH3:36])=[CH:24][CH:25]=2)[N:3]=1 |f:1.2|. Procedure details: 10 mmol of 1-fluoro-3-(4-hydroxyphenyl)-7-octyl-5,6,7,8-tetrahydroisoquinoline are dissolved in 50 ml of DMF, and 11 mmol of sodium hydride are added. After the mixture has been stirred for 30 minutes, 11 mmol of 1-octyl bromide are added dropwise, and the mixture is stirred at 60° C. for a further 140 minutes and poured into water. The mixture is extracted with dichloromethane, the combined organic phases are dried, the solvent is removed in vacuo and the residue is chromatographed on silica ge... The reactants are [Mg] (magnesium), C(CC(=O)OCC)(=O)OCC (diethyl malonate), C(C)O (ethanol), ClC1C2=C(CCC3=C1C=CC=C3)C=CC=C2 (5-chloro-10,11-dihydro-5H-dibenzo[a,d]cycloheptene). Solvent: O1CCCC1 (tetrahydrofuran), O1CCCC1 (tetrahydrofuran). The product is C1=CC=CC=2C(C3=C(CCC21)C=CC=C3)C(C(=O)OCC)C(=O)OCC (Diethyl 10,11-dihydro-5H-dibenzo[a,d]cycloheptene-5-malonate). As a reaction SMILES: [Mg].[C:2]([O:10][CH2:11][CH3:12])(=[O:9])[CH2:3][C:4]([O:6][CH2:7][CH3:8])=[O:5].C(O)C.Cl[CH:17]1[C:23]2[CH:24]=[CH:25][CH:26]=[CH:27][C:22]=2[CH2:21][CH2:20][C:19]2[CH:28]=[CH:29][CH:30]=[CH:31][C:18]1=2>O1CCCC1>[CH:28]1[C:19]2[CH2:20][CH2:21][C:22]3[CH:27]=[CH:26][CH:25]=[CH:24][C:23]=3[CH:17]([CH:3]([C:4]([O:6][CH2:7][CH3:8])=[O:5])[C:2]([O:10][CH2:11][CH3:12])=[O:9])[C:18]=2[CH:31]=[CH:30][CH:29]=1. Procedure details: A mixture of 11.4 g of magnesium shavings, 151.5 g of diethyl malonate and 300 ml of dry ethanol is warmed to 60° under argon over a period of 30 minutes. After the vigorous reaction has faded, the mixture is heated to boiling under reflux for an additional 1 hour and then concentrated in vacuo. The residue is treated twice with 300 ml of dry benzene each time and in each case evaporated well. The residue obtained is dissolved under argon in 350 ml of dry tetrahydrofuran. Thereto there is added ... Starting materials: COC(CC=1C=C(C(=CC1)OC)C1=C(C=C(C=C1)C(F)(F)F)CNC1CC2=CC=CC=C2C1)=O ([2′-(indan-2-ylaminomethyl)-6-methoxy-4′-trifluoromethyl-biphenyl-3-yl]-acetic acid methyl ester), ClC(=O)OC (methyl chloroformate). The product is COC(CC=1C=C(C(=CC1)OC)C1=C(C=C(C=C1)C(F)(F)F)CN(C(=O)OC)C1CC2=CC=CC=C2C1)=O ({2′-[(Indan-2-yl-methoxycarbonyl-amino)-methyl]-6-methoxy-4′-trifluoromethyl-biphenyl-3-yl}-acetic acid methyl ester). As a reaction SMILES: [CH3:1][O:2][C:3](=[O:34])[CH2:4][C:5]1[CH:6]=[C:7]([C:13]2[CH:18]=[CH:17][C:16]([C:19]([F:22])([F:21])[F:20])=[CH:15][C:14]=2[CH2:23][NH:24][CH:25]2[CH2:33][C:32]3[C:27](=[CH:28][CH:29]=[CH:30][CH:31]=3)[CH2:26]2)[C:8]([O:11][CH3:12])=[CH:9][CH:10]=1.Cl[C:36]([O:38][CH3:39])=[O:37]>>[CH3:1][O:2][C:3](=[O:34])[CH2:4][C:5]1[CH:6]=[C:7]([C:13]2[CH:18]=[CH:17][C:16]([C:19]([F:22])([F:20])[F:21])=[CH:15][C:14]=2[CH2:23][N:24]([CH:25]2[CH2:33][C:32]3[C:27](=[CH:28][CH:29]=[CH:30][CH:31]=3)[CH2:26]2)[C:36]([O:38][CH3:39])=[O:37])[C:8]([O:11][CH3:12])=[CH:9][CH:10]=1. Reported procedure: Prepared according to the procedure described in Example 23, Step 1, using the following starting materials: [2′-(indan-2-ylaminomethyl)-6-methoxy-4′-trifluoromethyl-biphenyl-3-yl]-acetic acid methyl ester and methyl chloroformate. Reactants: ClC=1SC(=CN1)CNC(=N[N+](=O)[O-])N(C)C (1-(2-chloro-5-thiazolylmethyl)-3,3-dimethyl-2-nitroguanidine), C(=O)([O-])[O-].[K+].[K+] (K2CO3), CC#N (CH3CN), C1=CC=C(C=C1)OC(=S)Cl (phenyl chlorothionoformate). Run in O (water). Product: ClC=1SC(=CN1)CN(C(=N[N+](=O)[O-])N(C)C)C(=S)OC1=CC=CC=C1 (1-(2-chloro-5-thiazolylmethyl)-3,3-dimethyl-2-nitro-1-phenoxythiocarbonylguanidine). Isolated yield 75.8%. RXN SMILES: [Cl:1][C:2]1[S:3][C:4]([CH2:7][NH:8][C:9]([N:14]([CH3:16])[CH3:15])=[N:10][N+:11]([O-:13])=[O:12])=[CH:5][N:6]=1.C([O-])([O-])=O.[K+].[K+].CC#N.[CH:26]1[CH:31]=[CH:30][C:29]([O:32][C:33](Cl)=[S:34])=[CH:28][CH:27]=1>O>[Cl:1][C:2]1[S:3][C:4]([CH2:7][N:8]([C:33]([O:32][C:29]2[CH:30]=[CH:31][CH:26]=[CH:27][CH:28]=2)=[S:34])[C:9]([N:14]([CH3:16])[CH3:15])=[N:10][N+:11]([O-:13])=[O:12])=[CH:5][N:6]=1 |f:1.2.3|. Reported procedure: To a mixture of 1-(2-chloro-5-thiazolylmethyl)-3,3-dimethyl-2-nitroguanidine (200 mg), K2CO3 (420 mg) and CH3CN (13 ml) was added phenyl chlorothionoformate (260 mg) dropwise in 3 minutes at 3° C. under stirring. After stirring at room temperature for 4 hours, water (10 ml) was added to the mixture which was extracted with CHCl3 (20 ml). The organic layer was dried over MgSO4 and evaporated in vacuo. The residue was crystallized from AcOEt-Et2O to afford 230 mg of 1-(2-chloro-5-thiazolylmethyl)-... The reactants are C1CCOC1, CCOC(C)=O, CN(C)CCCO, COC(=O)c1cc(Cl)c(O)c(Cl)c1, c1ccc(P(c2ccccc2)c2ccccc2)cc1. Product: COC(=O)c1cc(Cl)c(OCCCN(C)C)c(Cl)c1. Reaction SMILES: [CH2:40]1[O:41][CH2:42][CH2:43][CH2:44]1.[CH2:45]([O:46][C:47](=[O:48])[CH3:49])[CH3:50].[CH3:33][N:34]([CH2:35][CH2:36][CH2:37][OH:38])[CH3:39].[Cl:1][c:2]1[cH:3][c:4]([C:5](=[O:6])[O:7][CH3:8])[cH:9][c:10]([Cl:13])[c:11]1[OH:12].[c:14]1([P:15]([c:16]2[cH:17][cH:18][cH:19][cH:20][cH:21]2)[c:22]2[cH:23][cH:24][cH:25][cH:26][cH:27]2)[cH:28][cH:29][cH:30][cH:31][cH:32]1>>[Cl:1][c:2]1[cH:3][c:4]([C:5](=[O:6])[O:7][CH3:8])[cH:9][c:10]([Cl:13])[c:11]1[O:12][CH2:37][CH2:36][CH2:35][N:34]([CH3:33])[CH3:39]. Starting materials: CCOC(C)=O, CCCCCC, CC(C)O, [Cu]I, OCc1ccccc1I, [K+], [K+], [K+], NCc1ccccc1, OCCO, O=P([O-])([O-])[O-]. Yields the product OCc1ccccc1NCc1ccccc1. RXN SMILES: [C:32]([O:33][CH2:34][CH3:35])(=[O:36])[CH3:37].[CH3:38][CH2:39][CH2:40][CH2:41][CH2:42][CH3:43].[CH3:44][CH:45]([OH:46])[CH3:47].[Cu:30][I:31].[I:17][c:18]1[c:19]([CH2:20][OH:21])[cH:22][cH:23][cH:24][cH:25]1.[K+:6].[K+:7].[K+:8].[NH2:9][CH2:10][c:11]1[cH:12][cH:13][cH:14][cH:15][cH:16]1.[OH:26][CH2:27][CH2:28][OH:29].[P:1]([O-:2])([O-:3])([O-:4])=[O:5]>>[NH:9]([CH2:10][c:11]1[cH:12][cH:13][cH:14][cH:15][cH:16]1)[c:18]1[c:19]([CH2:20][OH:21])[cH:22][cH:23][cH:24][cH:25]1. The reactants are [Al+3], CCOC(=O)N1CCc2c(c3cccc(Nc4ccc(C)cc4)c3n2C)C1, C1CCOC1, [H-], [H-], [H-], [H-], [Li+]. The product is Cc1ccc(Nc2cccc3c4c(n(C)c23)CCN(C)C4)cc1. As a reaction SMILES: [Al+3:29].[CH2:1]([O:2][C:4](=[O:3])[N:6]1[CH2:7][c:8]2[c:9]([n:10]([CH3:25])[c:11]3[c:12]([NH:17][c:18]4[cH:19][cH:20][c:21]([CH3:24])[cH:22][cH:23]4)[cH:13][cH:14][cH:15][c:16]23)[CH2:26][CH2:27]1)[CH3:5].[CH2:34]1[O:35][CH2:36][CH2:37][CH2:38]1.[H-:28].[H-:31].[H-:32].[H-:33].[Li+:30]>>[CH3:4][N:6]1[CH2:7][c:8]2[c:9]([n:10]([CH3:25])[c:11]3[c:12]([NH:17][c:18]4[cH:19][cH:20][c:21]([CH3:24])[cH:22][cH:23]4)[cH:13][cH:14][cH:15][c:16]23)[CH2:26][CH2:27]1.